This data is from the Open Reaction Database (ORD), a public repository of structured organic reaction records. The task is: describe an organic reaction: reactants, conditions, products, and yield Procedure: Tetraphthalimido-1,4-benzoquinone (30.00 g, 0.044 mole) is added to 200 ml of 80% hydrazine hydrate. The mixture is heated to 60° C. for two hours. After cooling to room temperature, the mixture is filtered yielding dark purple crystals melting at 260°-262° C. Yields the product NC1=C(C(C(=C(C1=O)N)N)=O)N (Tetraamino-1,4-benzoquinone). Reaction conditions: temperature 60 celsius. The reactants are C1(C=2C(C(N1C1=C(C(C(=C(C1=O)N1C(C=3C(C1=O)=CC=CC3)=O)N3C(C=1C(C3=O)=CC=CC1)=O)=O)N1C(C=3C(C1=O)=CC=CC3)=O)=O)=CC=CC2)=O (Tetraphthalimido-1,4-benzoquinone). Run in O.NN (hydrazine hydrate). RXN SMILES: C1(=O)[N:5]([C:6]2[C:11](=[O:12])[C:10]([N:13]3C(=O)C4=CC=CC=C4C3=O)=[C:9]([N:24]3C(=O)C4=CC=CC=C4C3=O)[C:8](=[O:35])[C:7]=2[N:36]2C(=O)C3=CC=CC=C3C2=O)C(=O)C2=CC=CC=C12>O.NN>[NH2:36][C:7]1[C:8](=[O:35])[C:9]([NH2:24])=[C:10]([NH2:13])[C:11](=[O:12])[C:6]=1[NH2:5] |f:1.2|. Reactants: BrC1=CC(=C(C=C1)S(=O)(=O)NCCN1CCOCC1)C (4-bromo-2-methyl-N-(2-morpholin-4-yl-ethyl)benzene sulfonamide), BrC1=CC=C(C=C1)S(=O)(=O)Cl (4-bromobenzene sulfonyl chloride). The product is BrC1=CC=C(C=C1)S(=O)(=O)NCCN1CCOCC1 (4-bromo-N-(2-morpholin-4-yl-ethyl)benzene sulfonamide). As a reaction SMILES: [Br:1][C:2]1[CH:7]=[CH:6][C:5]([S:8]([NH:11][CH2:12][CH2:13][N:14]2[CH2:19][CH2:18][O:17][CH2:16][CH2:15]2)(=[O:10])=[O:9])=[C:4](C)[CH:3]=1.BrC1C=CC(S(Cl)(=O)=O)=CC=1>>[Br:1][C:2]1[CH:7]=[CH:6][C:5]([S:8]([NH:11][CH2:12][CH2:13][N:14]2[CH2:15][CH2:16][O:17][CH2:18][CH2:19]2)(=[O:9])=[O:10])=[CH:4][CH:3]=1. Reported procedure: The title compound was prepared in the same manner as described for 4-bromo-2-methyl-N-(2-morpholin-4-yl-ethyl)benzene sulfonamide, replacing 4-bromo-2-methyl-benzene sulfonyl chloride with 4-bromobenzene sulfonyl chloride. 1H-NMR (DMSO-d6) δ 7.81 to 7.68 (m, 4H), 7.66 (broad s, 1H), 3.46 (t, J=4.8 Hz, 4H), 2.85 (t, J=6.6 Hz, 2H), 2.28 to 2.21 (m, 6H); MS LC-MS [M+H]+=349 & 351, RT=1.34 min. Starting materials: FC=1C=C(C(=O)NC2=CC=C(C3=CC=CC=C23)OC2=NC(=NC=C2)S(=O)(=O)C)C=C(C1)N1CCOCC1 (3-fluoro-N-(4-{[2-(methylsulfonyl)pyrimidin-4-yl]oxy}-1-naphthyl)-5-morpholin-4-ylbenzamide), CC1CCC(CC1)N (4-methylcyclohexylamine). Yields the product FC=1C=C(C(=O)NC2=CC=C(C3=CC=CC=C23)OC2=NC(=NC=C2)NC2CCC(CC2)C)C=C(C1)N1CCOCC1 (3-Fluoro-N-[4-({2-[(4-methylcyclohexyl)amino]pyrimidin-4-yl}oxy)-1-naphthyl]-5-morpholin-4-ylbenzamide). Reaction SMILES: [F:1][C:2]1[CH:3]=[C:4]([CH:29]=[C:30]([N:32]2[CH2:37][CH2:36][O:35][CH2:34][CH2:33]2)[CH:31]=1)[C:5]([NH:7][C:8]1[C:17]2[C:12](=[CH:13][CH:14]=[CH:15][CH:16]=2)[C:11]([O:18][C:19]2[CH:24]=[CH:23][N:22]=[C:21](S(C)(=O)=O)[N:20]=2)=[CH:10][CH:9]=1)=[O:6].[CH3:38][CH:39]1[CH2:44][CH2:43][CH:42]([NH2:45])[CH2:41][CH2:40]1>>[F:1][C:2]1[CH:3]=[C:4]([CH:29]=[C:30]([N:32]2[CH2:37][CH2:36][O:35][CH2:34][CH2:33]2)[CH:31]=1)[C:5]([NH:7][C:8]1[C:17]2[C:12](=[CH:13][CH:14]=[CH:15][CH:16]=2)[C:11]([O:18][C:19]2[CH:24]=[CH:23][N:22]=[C:21]([NH:45][CH:42]3[CH2:43][CH2:44][CH:39]([CH3:38])[CH2:40][CH2:41]3)[N:20]=2)=[CH:10][CH:9]=1)=[O:6]. Procedure details: Compound is prepared from 3-fluoro-N-(4-{[2-(methylsulfonyl)pyrimidin-4-yl]oxy}-1-naphthyl)-5-morpholin-4-ylbenzamide and 4-methylcyclohexylamine according to conditions described in general procedure C. Mp: 116-117° C.; 1H NMR (400 MHz, DMSO-d6) δ 1.83-0.85 (m, 3 H), 1.17-1.75 (m, 9 H), 3.27 (s, 4 H), 3.34 (s, 1 H), 3.77 (s, 4 H), 6.29 (bs, 1 H), 6.98-7.06 (m, 2 H), 7.27 (d, J=8.4 Hz, 1 H), 7.39-7.42 (m, 1 H), 7.48 (s, 1 H), 7.58-7.60 (m, 3 H), 7.84 (m, 1 H), 7.98-8.00 (m, 1 H), 8.21 (m, 1 H), ... Starting materials: ClC=1C=C(C=C(C1)Cl)NCC(=O)N1C[C@@H](CCC1)N(C=1C2=C(N=CN1)N(C=C2)S(=O)(=O)C2=CC=C(C)C=C2)CCO ((R)-2-(3,5-dichlorophenylamino)-1-(3-((2-hydroxyethyl)(7-tosyl-7H-pyrrolo[2,3-d]pyrimidin-4-yl)amino)piperidin-1-yl)ethanone), C(=O)([O-])[O-].[K+].[K+] (K2CO3). The solvent is CO (MeOH). Product: ClC=1C=C(C=C(C1)Cl)NCC(=O)N1C[C@@H](CCC1)N(C=1C2=C(N=CN1)NC=C2)CCO ((R)-2-(3,5-dichlorophenylamino)-1-(3-((2-hydroxyethyl)(7H-pyrrolo[2,3-d]pyrimidin-4-yl)amino)piperidin-1-yl)ethanone). Isolated yield 46.6%. RXN SMILES: [Cl:1][C:2]1[CH:3]=[C:4]([NH:9][CH2:10][C:11]([N:13]2[CH2:18][CH2:17][CH2:16][C@@H:15]([N:19]([CH2:39][CH2:40][OH:41])[C:20]3[C:21]4[CH:28]=[CH:27][N:26](S(C5C=CC(C)=CC=5)(=O)=O)[C:22]=4[N:23]=[CH:24][N:25]=3)[CH2:14]2)=[O:12])[CH:5]=[C:6]([Cl:8])[CH:7]=1.C([O-])([O-])=O.[K+].[K+]>CO>[Cl:1][C:2]1[CH:3]=[C:4]([NH:9][CH2:10][C:11]([N:13]2[CH2:18][CH2:17][CH2:16][C@@H:15]([N:19]([CH2:39][CH2:40][OH:41])[C:20]3[C:21]4[CH:28]=[CH:27][NH:26][C:22]=4[N:23]=[CH:24][N:25]=3)[CH2:14]2)=[O:12])[CH:5]=[C:6]([Cl:8])[CH:7]=1 |f:1.2.3|. Procedure details: A solution of (R)-2-(3,5-dichlorophenylamino)-1-(3-((2-hydroxyethyl)(7-tosyl-7H-pyrrolo[2,3-d]pyrimidin-4-yl)amino)piperidin-1-yl)ethanone (400 mg, 0.649 mmol) and K2CO3 (341 mg, 2.46 mmol) in MeOH (16 mL) was heated at 70° C. for 2 h. The solvent was concentrated in vacuo to give a solid, which was purified by column chromatography (silica gel, gradient 0-4% methanol in chloroform) to afford the titled compound (0.14 g, 46%). 1H NMR (400 MHz, DMSO-d6): 11.73 and 11.68 (2s, 1H), 8.12 (d, J=6.4 H... The reactants are ClC=1C=C(C(=C2C(CCS(C12)(=O)=O)OCCC)C)C(=O)O (8-chloro-4-n-propoxy-5-methylthiochroman-6-carboxylic acid-1,1-dioxide), [OH-].[K+] (potassium hydroxide), O (water). Reagents/catalysts: [Zn] (zinc). Solvent: C(C)O (ethanol). The product is C(CC)OC1CCS(C2=CC=C(C(=C12)C)C(=O)O)(=O)=O (4-n-propoxy-5-methylthiochroman-6-carboxylic acid-1,1-dioxide). Yield: 81.7%. As a reaction SMILES: Cl[C:2]1[CH:3]=[C:4]([C:19]([OH:21])=[O:20])[C:5]([CH3:18])=[C:6]2[C:11]=1[S:10](=[O:13])(=[O:12])[CH2:9][CH2:8][CH:7]2[O:14][CH2:15][CH2:16][CH3:17].[OH-].[K+].O>[Zn].C(O)C>[CH2:15]([O:14][CH:7]1[C:6]2[C:11](=[CH:2][CH:3]=[C:4]([C:19]([OH:21])=[O:20])[C:5]=2[CH3:18])[S:10](=[O:13])(=[O:12])[CH2:9][CH2:8]1)[CH2:16][CH3:17] |f:1.2|. Procedure details: A 50-ml egg-plant type flask was charged with 1.36 g (0.0041 mol) of 8-chloro-4-n-propoxy-5-methylthiochroman-6-carboxylic acid-1,1-dioxide, 1.35 g (0.02 mol) of potassium hydroxide, 0.81 g (0.012 mol) of a zinc powder, 10 ml of water and 6 ml of ethanol, and the mixture was refluxed under heat for 10 hours. After allowed to cool, insolubles were removed by filtration, and the ethanol was distilled off under reduced pressure. Then, while the remainder was cooled with ice, 50 ml of 5% hydrochlori...